From a dataset of the Open Reaction Database (ORD), a public repository of structured organic reaction records. describe an organic reaction: reactants, conditions, products, and yield Starting materials: [OH-].[Na+] (sodium hydroxide), CC(CN([C@H]1C[C@H](CN(C1)C(=O)OC(C)(C)C)C(=O)OC)C(=O)C1=NC2=C(N1CCC1=CC=CC=C1)C=CC=C2)C (1-tert-Butyl 3-methyl (3R, 5S)-5-[(2-methylpropyl){[1-(2-phenylethyl)-1H-benzimidazol-2-yl]carbonyl}amino]piperidine-1,3-dicarboxylate), Cl (hydrochloric acid). Run in CO (methanol). Reaction conditions: temperature 50 celsius, time 3 hour. The product is C(C)(C)(C)OC(=O)N1C[C@@H](C[C@@H](C1)N(C(=O)C1=NC2=C(N1CCC1=CC=CC=C1)C=CC=C2)CC(C)C)C(=O)O ((3R, 5S)-1-(tert-butoxycarbonyl)-5-[(2-methylpropyl){[1-(2-phenylethyl)-1H-benzimidazol-2-yl]carbonyl}amino]piperidine-3-carboxylic acid). The yield is 98.0%. As a reaction SMILES: [CH3:1][CH:2]([CH3:41])[CH2:3][N:4]([C:22]([C:24]1[N:28]([CH2:29][CH2:30][C:31]2[CH:36]=[CH:35][CH:34]=[CH:33][CH:32]=2)[C:27]2[CH:37]=[CH:38][CH:39]=[CH:40][C:26]=2[N:25]=1)=[O:23])[C@@H:5]1[CH2:10][N:9]([C:11]([O:13][C:14]([CH3:17])([CH3:16])[CH3:15])=[O:12])[CH2:8][C@H:7]([C:18]([O:20]C)=[O:19])[CH2:6]1.[OH-].[Na+].Cl>CO>[C:14]([O:13][C:11]([N:9]1[CH2:10][C@@H:5]([N:4]([CH2:3][CH:2]([CH3:1])[CH3:41])[C:22]([C:24]2[N:28]([CH2:29][CH2:30][C:31]3[CH:32]=[CH:33][CH:34]=[CH:35][CH:36]=3)[C:27]3[CH:37]=[CH:38][CH:39]=[CH:40][C:26]=3[N:25]=2)=[O:23])[CH2:6][C@@H:7]([C:18]([OH:20])=[O:19])[CH2:8]1)=[O:12])([CH3:15])([CH3:17])[CH3:16] |f:1.2|. Procedure: 1-tert-Butyl 3-methyl (3R, 5S)-5-[(2-methylpropyl){[1-(2-phenylethyl)-1H-benzimidazol-2-yl]carbonyl}amino]piperidine-1,3-dicarboxylate (1.12 g) was dissolved in methanol, 2M aqueous sodium hydroxide solution (10 ml) was added dropwise at room temperature. The reaction mixture was stirred at 50° C. for 3 hr. The reaction mixture was adjusted to pH 7 with 1M hydrochloric acid, and extracted with ethyl acetate. The extract was washed with saturated brine, and dried over anhydrous sodium sulfate. Th...